This data is from the Open Reaction Database (ORD), a public repository of structured organic reaction records. The task is: describe an organic reaction: reactants, conditions, products, and yield Starting materials: CCO, [OH-], [OH-], [Pd+2], O=C(Nc1ccccn1)c1c[nH]c2c1C(=O)C1CN(Cc3ccccc3)CC1CC2. Product: O=C(Nc1ccccn1)c1c[nH]c2c1C(=O)C1CNCC1CC2. As a reaction SMILES: [CH3:31][CH2:32][OH:33].[OH-:34].[OH-:35].[Pd+2:36].[n:1]1[c:2]([NH:7][C:8](=[O:9])[c:10]2[cH:11][nH:12][c:13]3[c:19]2[C:18](=[O:20])[CH:17]2[CH:16]([CH2:15][CH2:14]3)[CH2:23][N:22]([CH2:24][c:25]3[cH:26][cH:27][cH:28][cH:29][cH:30]3)[CH2:21]2)[cH:3][cH:4][cH:5][cH:6]1>>[n:1]1[c:2]([NH:7][C:8](=[O:9])[c:10]2[cH:11][nH:12][c:13]3[c:19]2[C:18](=[O:20])[CH:17]2[CH:16]([CH2:15][CH2:14]3)[CH2:23][NH:22][CH2:21]2)[cH:3][cH:4][cH:5][cH:6]1. The reactants are I.NNC(=N)NCC1=CC=NC=C1 (1-amino-3-(4-pyridylmethyl)guanidine hydriodide), CC1=C(C=O)C(=CC=C1)C (2,6-dimethylbenzaldehyde). The solvent is C(C)(=O)O (acetic acid). The product is I.CC1=C(C=NNC(=N)NCC2=CC=NC=C2)C(=CC=C1)C (1-(2,6-Dimethylbenzylideneamino)-3-(4-pyridylmethyl)guanidine hydriodide). RXN SMILES: [IH:1].[NH2:2][NH:3][C:4]([NH:6][CH2:7][C:8]1[CH:13]=[CH:12][N:11]=[CH:10][CH:9]=1)=[NH:5].[CH3:14][C:15]1[CH:22]=[CH:21][CH:20]=[C:19]([CH3:23])[C:16]=1[CH:17]=O>C(O)(=O)C>[IH:1].[CH3:14][C:15]1[CH:22]=[CH:21][CH:20]=[C:19]([CH3:23])[C:16]=1[CH:17]=[N:2][NH:3][C:4]([NH:6][CH2:7][C:8]1[CH:9]=[CH:10][N:11]=[CH:12][CH:13]=1)=[NH:5] |f:0.1,4.5|. Procedure details: A mixture of 2.93 g. of 1-amino-3-(4-pyridylmethyl)guanidine hydriodide and 1.34 g. of 2,6-dimethylbenzaldehyde in 5 ml. of glacial acetic acid is heated at 100° C. After 2 hours the solidified reaction mixture is triturated with water and filtered. Crystallization from absolute ethanol gives the desired product as colorless granular crystals, m.p. 197°-200° C. Starting materials: CCOC(=O)Nc1cccc(Br)n1, ClC(Cl)Cl, O=C(OO)c1cccc(Cl)c1, [O-][n+]1ccccc1. Yields the product CCOC(=O)Nc1cccc(Br)[n+]1[O-]. As a reaction SMILES: [CH2:8]([CH3:9])[O:10][C:11](=[O:12])[NH:13][c:14]1[n:15][c:16]([Br:20])[cH:17][cH:18][cH:19]1.[CH:32]([Cl:33])([Cl:34])[Cl:35].[Cl:21][c:22]1[cH:23][cH:24][cH:25][c:26]([C:27]([O:28][OH:29])=[O:30])[cH:31]1.[n+:1]1([O-:7])[cH:2][cH:3][cH:4][cH:5][cH:6]1>>[O-:7][n+:15]1[c:14]([NH:13][C:11]([O:10][CH2:8][CH3:9])=[O:12])[cH:19][cH:18][cH:17][c:16]1[Br:20]. The reactants are BrCc1ccccc1, O=C([O-])[O-], [K+], [K+], CCNC(=O)c1ccc(N=[N+]=[N-])c(O)c1, CN(C)C=O, O. RXN SMILES: [Br:16][CH2:17][c:18]1[cH:19][cH:20][cH:21][cH:22][cH:23]1.[C:24](=[O:25])([O-:26])[O-:27].[K+:28].[K+:29].[N:1](=[N+:2]=[N-:3])[c:4]1[c:5]([OH:15])[cH:6][c:7]([C:8](=[O:9])[NH:10][CH2:11][CH3:12])[cH:13][cH:14]1.[O:31]=[CH:32][N:33]([CH3:34])[CH3:35].[OH2:30]>>[N:1](=[N+:2]=[N-:3])[c:4]1[c:5]([O:15][CH2:17][c:18]2[cH:19][cH:20][cH:21][cH:22][cH:23]2)[cH:6][c:7]([C:8](=[O:9])[NH:10][CH2:11][CH3:12])[cH:13][cH:14]1. Yields the product CCNC(=O)c1ccc(N=[N+]=[N-])c(OCc2ccccc2)c1. Reported procedure: From (E)-2-Amino-4-furan-2-yl-6-styryl-pyrimidine-5-carbonitrile, hydrogen and palladium on charcoal in THF. ES-MS m/e (%): 291 (M+H+, 100). Solvent: C1CCOC1 (THF). Reagents/catalysts: [Pd] (palladium on charcoal). As a reaction SMILES: [NH2:1][C:2]1[N:7]=[C:6]([C:8]2[O:9][CH:10]=[CH:11][CH:12]=2)[C:5]([C:13]#[N:14])=[C:4](/[CH:15]=[CH:16]/[C:17]2[CH:22]=[CH:21][CH:20]=[CH:19][CH:18]=2)[N:3]=1.[H][H]>[Pd].C1COCC1>[NH2:1][C:2]1[N:7]=[C:6]([C:8]2[O:9][CH:10]=[CH:11][CH:12]=2)[C:5]([C:13]#[N:14])=[C:4]([CH2:15][CH2:16][C:17]2[CH:22]=[CH:21][CH:20]=[CH:19][CH:18]=2)[N:3]=1. Reactants: NC1=NC(=C(C(=N1)C=1OC=CC1)C#N)\C=C\C1=CC=CC=C1 ((E)-2-Amino-4-furan-2-yl-6-styryl-pyrimidine-5-carbonitrile), [H][H] (hydrogen). The product is NC1=NC(=C(C(=N1)C=1OC=CC1)C#N)CCC1=CC=CC=C1 (2-Amino-4-furan-2-yl-6-phenethyl-pyrimidine-5-carbonitrile). Starting materials: Cc1ccc(N)cc1-c1ccc(C(=O)NCC2CC2)cc1, O=C(O)c1ccsc1. Yields the product Cc1ccc(NC(=O)c2ccsc2)cc1-c1ccc(C(=O)NCC2CC2)cc1. Reaction SMILES: [NH2:1][c:2]1[cH:3][cH:4][c:5]([CH3:21])[c:6](-[c:8]2[cH:9][cH:10][c:11]([C:14](=[O:15])[NH:16][CH2:17][CH:18]3[CH2:19][CH2:20]3)[cH:12][cH:13]2)[cH:7]1.[s:22]1[cH:23][c:24]([C:27](=[O:28])[OH:29])[cH:25][cH:26]1>>[NH:1]([c:2]1[cH:3][cH:4][c:5]([CH3:21])[c:6](-[c:8]2[cH:9][cH:10][c:11]([C:14](=[O:15])[NH:16][CH2:17][CH:18]3[CH2:19][CH2:20]3)[cH:12][cH:13]2)[cH:7]1)[C:27]([c:24]1[cH:23][s:22][cH:26][cH:25]1)=[O:28].